Dataset: the Open Reaction Database (ORD), a public repository of structured organic reaction records. Task: describe an organic reaction: reactants, conditions, products, and yield Starting materials: ClCCl, O=C(OC(Cl)(Cl)Cl)OC(Cl)(Cl)Cl, NC1CCCCC1O, [NH4+], [OH-]. Yields the product NC(=O)NC1CCCCC1O. As a reaction SMILES: [CH2:23]([Cl:24])[Cl:25].[Cl:9][C:10]([Cl:11])([O:12][C:13]([O:14][C:15]([Cl:16])([Cl:17])[Cl:18])=[O:19])[Cl:20].[NH2:1][CH:2]1[CH:3]([OH:8])[CH2:4][CH2:5][CH2:6][CH2:7]1.[NH4+:21].[OH-:22]>>[NH:1]([CH:2]1[CH:3]([OH:8])[CH2:4][CH2:5][CH2:6][CH2:7]1)[C:13](=[O:19])[NH2:21].